From a dataset of the Open Reaction Database (ORD), a public repository of structured organic reaction records. describe an organic reaction: reactants, conditions, products, and yield The reactants are Br, CCOC(=O)N1CCC(CC(=O)c2cccc(Cl)c2)CC1, O. Product: Br, O=C(CC1CCNCC1)c1cccc(Cl)c1. Reaction SMILES: [BrH:22].[Cl:1][c:2]1[cH:3][c:4]([C:8]([CH2:9][CH:10]2[CH2:11][CH2:12][N:13]([C:16]([O:17][CH2:18][CH3:19])=[O:20])[CH2:14][CH2:15]2)=[O:21])[cH:5][cH:6][cH:7]1.[OH2:23]>>[BrH:22].[Cl:1][c:2]1[cH:3][c:4]([C:8]([CH2:9][CH:10]2[CH2:11][CH2:12][NH:13][CH2:14][CH2:15]2)=[O:21])[cH:5][cH:6][cH:7]1. RXN SMILES: [CH3:21][OH:22].[CH:17]([O-:18])=[O:19].[N+:1]([O-:2])(=[O:3])[c:4]1[cH:5][c:6]([C:7](=[O:8])[N:9]2[CH2:10][CH2:11][CH2:12][CH2:13]2)[cH:14][cH:15][cH:16]1.[NH4+:20]>>[NH2:1][c:4]1[cH:5][c:6]([C:7](=[O:8])[N:9]2[CH2:10][CH2:11][CH2:12][CH2:13]2)[cH:14][cH:15][cH:16]1. Yields the product Nc1cccc(C(=O)N2CCCC2)c1. The reactants are CO, O=C[O-], O=C(c1cccc([N+](=O)[O-])c1)N1CCCC1, [NH4+]. The reactants are N1=CC=C(C=C1)C1=C2CC(NC2=CC=C1)=O (4-Pyridin-4-yl-1,3-dihydroindol-2-one), CC1=C(NC(=C1)C(=O)N1CCN(CC1)C)C=O (3-methyl-5-(4-methylpiperazine-1-carbonyl)-1H-pyrrole-2-carbaldehyde). The product is CC1=C(NC(=C1)C(=O)N1CCN(CC1)C)C=C1C(NC2=CC=CC(=C12)C1=CC=NC=C1)=O (3-[3-Methyl-5-(4-methylpiperazine-1-carbonyl)-1H-pyrrol-2-ylmethylene]-4-pyridin-4-yl-1,3-dihydroindol-2-one). RXN SMILES: [N:1]1[CH:6]=[CH:5][C:4]([C:7]2[CH:15]=[CH:14][CH:13]=[C:12]3[C:8]=2[CH2:9][C:10](=[O:16])[NH:11]3)=[CH:3][CH:2]=1.[CH3:17][C:18]1[CH:22]=[C:21]([C:23]([N:25]2[CH2:30][CH2:29][N:28]([CH3:31])[CH2:27][CH2:26]2)=[O:24])[NH:20][C:19]=1[CH:32]=O>>[CH3:17][C:18]1[CH:22]=[C:21]([C:23]([N:25]2[CH2:26][CH2:27][N:28]([CH3:31])[CH2:29][CH2:30]2)=[O:24])[NH:20][C:19]=1[CH:32]=[C:9]1[C:8]2[C:12](=[CH:13][CH:14]=[CH:15][C:7]=2[C:4]2[CH:5]=[CH:6][N:1]=[CH:2][CH:3]=2)[NH:11][C:10]1=[O:16]. Reported procedure: 4-Pyridin-4-yl-1,3-dihydroindol-2-one was condensed with 3-methyl-5-(4-methylpiperazine-1-carbonyl)-1H-pyrrole-2-carbaldehyde to give the title compound. The reactants are COC(CC(CC\C=C/C)=O)=O ((Z)-3-oxo-6-octenoic acid methyl ester), C1(=CC=C(C=C1)S(=O)(=O)N=[N+]=[N-])C (p-toluenesulfonylazide). Solvent: C(C)N(CC)CC (triethylamine). Yields the product COC(C(C(CC\C=C/C)=O)=[N+]=[N-])=O ((Z)-2-diazo-3-oxo-6-octenoic acid methyl ester). Isolated yield 87.0%. RXN SMILES: [CH3:1][O:2][C:3](=[O:12])[CH2:4][C:5](=[O:11])[CH2:6][CH2:7]/[CH:8]=[CH:9]\[CH3:10].C1(C)C=CC(S([N:22]=[N+:23]=[N-])(=O)=O)=CC=1>C(N(CC)CC)C>[CH3:1][O:2][C:3](=[O:12])[C:4](=[N+:22]=[N-:23])[C:5](=[O:11])[CH2:6][CH2:7]/[CH:8]=[CH:9]\[CH3:10]. Procedure: In accordance with the process of Example 2, (Z)-3-oxo-6-octenoic acid methyl ester (0.77 g; 4.52 m mol), triethylamine (0.46 g; 4.52 m mol), p-toluenesulfonylazide (0.89 g; 4.52 m mol) were used as starting materials to obtain 0.77 g of (Z)-2-diazo-3-oxo-6-octenoic acid methyl ester as yellow oily product. Starting materials: ClCCCC(C1=CC=C(C=C1)F)C1=CC=C(C=C1)F (1-chloro-4,4-bis(4-fluorophenyl)-butane), ClC=1C(=CC2=C(N(C(N2)=O)C2CCNCC2)C1)C(F)(F)F (6-chloro-1,3-dihydro-1-(4-piperidinyl)-5-(trifluoromethyl)-2H-benzimidazol-2-one), C([O-])([O-])=O.[Na+].[Na+] (sodium carbonate), CC(CC(C)=O)C (4-methyl- 2-pentanone). Run in O (water), O (water). Yields the product CC(C)[O-].ClC=1C(=CC2=C(N(C(N2)=O)C2CCN(CC2)CCCC(C2=CC=C(C=C2)F)C2=CC=C(C=C2)F)C1)C(F)(F)F (6-chloro-1-{1-[4,4-bis(4-fluorophenyl)butyl]-4-piperidinyl}-1,3-dihydro-5-(trifluoromethyl)-2H-benzimidazol-2-one 2-propanolate). Reaction SMILES: Cl[CH2:2][CH2:3][CH2:4][CH:5]([C:13]1[CH:18]=[CH:17][C:16]([F:19])=[CH:15][CH:14]=1)[C:6]1[CH:11]=[CH:10][C:9]([F:12])=[CH:8][CH:7]=1.[Cl:20][C:21]1[C:22]([C:37]([F:40])([F:39])[F:38])=[CH:23][C:24]2[NH:28][C:27](=[O:29])[N:26]([CH:30]3[CH2:35][CH2:34][NH:33][CH2:32][CH2:31]3)[C:25]=2[CH:36]=1.C(=O)([O-])[O-].[Na+].[Na+].CC(C)[CH2:49][C:50](=[O:52])[CH3:51]>O>[CH3:49][CH:50]([O-:52])[CH3:51].[Cl:20][C:21]1[C:22]([C:37]([F:40])([F:39])[F:38])=[CH:23][C:24]2[NH:28][C:27](=[O:29])[N:26]([CH:30]3[CH2:31][CH2:32][N:33]([CH2:2][CH2:3][CH2:4][CH:5]([C:13]4[CH:18]=[CH:17][C:16]([F:19])=[CH:15][CH:14]=4)[C:6]4[CH:11]=[CH:10][C:9]([F:12])=[CH:8][CH:7]=4)[CH2:34][CH2:35]3)[C:25]=2[CH:36]=1 |f:2.3.4,7.8|. Procedure details: A mixture of 3.5 parts of 1-chloro-4,4-bis(4-fluorophenyl)-butane, 2.5 parts of 6-chloro-1,3-dihydro-1-(4-piperidinyl)-5-(trifluoromethyl)-2H-benzimidazol-2-one, 2.65 parts of sodium carbonate and 100 parts of 4-methyl- 2-pentanone is stirred and refluxed overnight with water-separator. The reaction mixture is cooled to room temperature and water is added. The organic layer is separated, dried, filtered and evaporated. The solid residue is purified by column-chromatography over silicagel, using ... Procedure: 18.4 g (0.1 mol) of 5,5-diethylbarbituric acid are reacted with 28.7 g (0.21 mol) of methyl γ-chlorobutyrate according to Example 1. 15.2 g (0.11 mol) of potassium carbonate powder are used as the acid acceptor and 100 ml of benzene and 100 ml of dimethylformamide are used as the solvent. The reaction is carried out exactly according to Example 1 and likewise worked up. In this manner, 38.3 g (99.7% of theory) of a clear, slightly discoloured viscous product are obtained. Reactants: C1=CC=CC=C1 (benzene), C(C)C1(C(NC(NC1=O)=O)=O)CC (5,5-diethylbarbituric acid), ClCCCC(=O)OC (methyl γ-chlorobutyrate), CN(C=O)C (dimethylformamide), C([O-])([O-])=O.[K+].[K+] (potassium carbonate). Yields the product COC(=O)CCCN1C(=O)N(C(=O)C(C1=O)(CC)CC)CCCC(=O)OC (1,3-Di-(3'-methoxycarbonyl-n-propyl)-5,5-diethylbarbituric acid). Reaction SMILES: [CH2:1]([C:3]1([CH2:12][CH3:13])[C:8](=[O:9])[NH:7][C:6](=[O:10])[NH:5][C:4]1=[O:11])[CH3:2].Cl[CH2:15][CH2:16][CH2:17][C:18]([O:20][CH3:21])=[O:19].[C:22](=[O:25])([O-])[O-:23].[K+].[K+].[CH:28]1[CH:33]=CC=C[CH:29]=1.[CH3:34]N(C)C=O>>[CH3:21][O:20][C:18]([CH2:17][CH2:16][CH2:15][N:7]1[C:8](=[O:9])[C:3]([CH2:1][CH3:2])([CH2:12][CH3:13])[C:4](=[O:11])[N:5]([CH2:29][CH2:28][CH2:33][C:22]([O:23][CH3:34])=[O:25])[C:6]1=[O:10])=[O:19] |f:2.3.4|. Reactants: aqueous solution, [OH-].[Na+] (sodium hydroxide), CC1=CC=C(C=C1)CC(C(=O)O)=O (p-methylphenylpyruvic acid), aqueous solution, [OH-].[Na+] (sodium hydroxide), CI (methyl iodide), Cl (hydrochloric acid), O=C(C(=O)O)C(C)C1=CC=C(C=C1)C (2-oxo-3-(p-methylphenyl)butanoic acid). The solvent is CO (methanol). Run at time 4.5 hour. Product: O=C(C(=O)[O-])C(C)C1=CC=C(C=C1)C.[Na+] (sodium 2-oxo-3-(p-methylphenyl)butanoate). Isolated yield 80.0%. RXN SMILES: [OH-].[Na+:2].CC1C=CC(CC(=O)C(O)=O)=CC=1.CI.Cl.[O:19]=[C:20]([CH:24]([C:26]1[CH:31]=[CH:30][C:29]([CH3:32])=[CH:28][CH:27]=1)[CH3:25])[C:21]([OH:23])=[O:22]>CO>[O:19]=[C:20]([CH:24]([C:26]1[CH:27]=[CH:28][C:29]([CH3:32])=[CH:30][CH:31]=1)[CH3:25])[C:21]([O-:23])=[O:22].[Na+:2] |f:0.1,7.8|. Reported procedure: A 3N aqueous solution of sodium hydroxide (4.0 ml, 12 mmoles) and 10 ml of methanol were added to 0.53 g (3.0 mmoles) of p-methylphenylpyruvic acid to form a solution. Then, 1.0 ml of methyl iodide was added, and the mixture was stirred at room temperature for 4.5 hours. The reaction mixture was acidified with 1N hydrochloric acid and extracted with three 30 ml portions of ether. The ether layers were dried over magnesium sulfate, and concentrated under reduced pressure to give a pale brown oil....